From a dataset of the Open Reaction Database (ORD), a public repository of structured organic reaction records. describe an organic reaction: reactants, conditions, products, and yield RXN SMILES: [CH3:1][O:2][c:3]1[c:4]([CH3:18])[c:5]([CH3:17])[c:6]([CH:9]([CH3:10])[N:11]2[CH2:12][CH2:13][NH:14][CH2:15][CH2:16]2)[cH:7][cH:8]1.[CH3:34][c:35]1[cH:36][cH:37][cH:38][cH:39][cH:40]1.[F:21][C:22]([c:23]1[cH:24][cH:25][c:26]([C:27](=[O:28])[Cl:29])[cH:30][cH:31]1)([F:32])[F:33].[Na+:20].[OH-:19]>>[CH3:1][O:2][c:3]1[c:4]([CH3:18])[c:5]([CH3:17])[c:6]([CH:9]([CH3:10])[N:11]2[CH2:12][CH2:13][N:14]([C:27]([c:26]3[cH:25][cH:24][c:23]([C:22]([F:21])([F:32])[F:33])[cH:31][cH:30]3)=[O:28])[CH2:15][CH2:16]2)[cH:7][cH:8]1. Reactants: COc1ccc(C(C)N2CCNCC2)c(C)c1C, Cc1ccccc1, O=C(Cl)c1ccc(C(F)(F)F)cc1, [Na+], [OH-]. The product is COc1ccc(C(C)N2CCN(C(=O)c3ccc(C(F)(F)F)cc3)CC2)c(C)c1C. Starting materials: [Al+3], C1CCOC1, CC(CCN=[N+]=[N-])N(c1cc(Cl)ccc1F)S(=O)(=O)c1ccc(Cl)cc1, [H-], [H-], [H-], [H-], [Li+], [Na+], [OH-], O. Yields the product CC(CCN)N(c1cc(Cl)ccc1F)S(=O)(=O)c1ccc(Cl)cc1. RXN SMILES: [Al+3:28].[CH2:36]1[O:37][CH2:38][CH2:39][CH2:40]1.[Cl:1][c:2]1[cH:3][cH:4][c:5]([S:8](=[O:9])(=[O:10])[N:11]([CH:12]([CH2:13][CH2:14][N:15]=[N+:16]=[N-:17])[CH3:18])[c:19]2[c:20]([F:26])[cH:21][cH:22][c:23]([Cl:25])[cH:24]2)[cH:6][cH:7]1.[H-:27].[H-:30].[H-:31].[H-:32].[Li+:29].[Na+:35].[OH-:34].[OH2:33]>>[Cl:1][c:2]1[cH:3][cH:4][c:5]([S:8](=[O:9])(=[O:10])[N:11]([CH:12]([CH2:13][CH2:14][NH2:15])[CH3:18])[c:19]2[c:20]([F:26])[cH:21][cH:22][c:23]([Cl:25])[cH:24]2)[cH:6][cH:7]1. Starting materials: C1(=CC=CC=C1)SC1(CC1)C(=O)CCC1=CC=C(C=C1)Cl (4-chlorophenylethyl 1-phenylmercapto-cyclopropyl ketone), [OH-].[K+] (potassium hydroxide), o&, CSC (dimethyl sulphide), S(=O)(=O)(OC)OC (dimethyl sulphate). Solvent: C(C)(C)(C)O (tert.-butanol), C(C)(C)(C)O (tert.-butanol). Reaction conditions: time 14 hour. The product is ClC1=CC=C(C=C1)CCC1(OC1)C1(CC1)SC1=CC=CC=C1 (2-(4-chlorophenylethyl)-2-(1-phenylmercapto-cyclopropyl)oxirane). Isolated yield 81.4%. RXN SMILES: CSC.S([O:9][CH3:10])(OC)(=O)=O.[C:11]1([S:17][C:18]2([C:21]([CH2:23][CH2:24][C:25]3[CH:30]=[CH:29][C:28]([Cl:31])=[CH:27][CH:26]=3)=O)[CH2:20][CH2:19]2)[CH:16]=[CH:15][CH:14]=[CH:13][CH:12]=1.[OH-].[K+]>C(O)(C)(C)C>[Cl:31][C:28]1[CH:29]=[CH:30][C:25]([CH2:24][CH2:23][C:21]2([C:18]3([S:17][C:11]4[CH:12]=[CH:13][CH:14]=[CH:15][CH:16]=4)[CH2:20][CH2:19]3)[CH2:10][O:9]2)=[CH:26][CH:27]=1 |f:3.4|. Reported procedure: 21 ml (0.29 mol) o& dimethyl sulphide and 32.5 g (0.26 mol) of dimethyl sulphate are added to 40 ml of tert.-butanol and allowed to stand at room temperature for 14 hours. A solution of 30 g (0.095 mol) of 4-chlorophenylethyl 1-phenylmercapto-cyclopropyl ketone in 90 ml of tert.-butanol are first added dropwise to the reaction mixture with stirring and 29.2 g of potassium hydroxide powder are then introduced, while the temperature of the reaction mixture is held at 20 to 30° C. The mixture is st... The reactants are C(C(=O)O)(=O)O.BrC=1C=C(CC2NCCC3=CC(=C(C=C23)OC)OC)C=CC1 (1-(3-bromo-benzyl)-6,7-dimethoxy -1,2,3,4-tetrahydro-isoquinoline oxalate), [OH-].[Na+] (NaOH), C1=CC=C(C=C1)P(C2=CC=CC=C2)C3=CC=CC=C3 (PPh3), C(=O)([O-])[O-].[Na+].[Na+] (Na2CO3), C1(=CC=CC=C1)B(O)O (Phenyl-boronic acid), O.O.C(C(=O)O)(=O)O (oxalic acid dihydrate). Reagents/catalysts: CC(=O)[O-].CC(=O)[O-].[Pd+2] (Pd(OAc)2). Run in C(Cl)Cl (CH2Cl2). Yields the product C(C(=O)O)(=O)O.C1(=CC(=CC=C1)CC1NCCC2=CC(=C(C=C12)OC)OC)C1=CC=CC=C1 (1-biphenyl-3-ylmethyl-6,7-dimethoxy-1,2,3,4-tetrahydro-isoquinoline oxalate). RXN SMILES: [C:1]([OH:6])(=[O:5])[C:2]([OH:4])=[O:3].Br[C:8]1[CH:9]=[C:10]([CH:26]=[CH:27][CH:28]=1)[CH2:11][CH:12]1[C:21]2[C:16](=[CH:17][C:18]([O:24][CH3:25])=[C:19]([O:22][CH3:23])[CH:20]=2)[CH2:15][CH2:14][NH:13]1.[OH-].[Na+].[C:31]1(B(O)O)[CH:36]=[CH:35][CH:34]=[CH:33][CH:32]=1.C1C=CC(P(C2C=CC=CC=2)C2C=CC=CC=2)=CC=1.C([O-])([O-])=O.[Na+].[Na+].O.O.C(O)(=O)C(O)=O>CC([O-])=O.CC([O-])=O.[Pd+2].C(Cl)Cl>[C:1]([OH:6])(=[O:5])[C:2]([OH:4])=[O:3].[C:8]1([C:31]2[CH:36]=[CH:35][CH:34]=[CH:33][CH:32]=2)[CH:28]=[CH:27][CH:26]=[C:10]([CH2:11][CH:12]2[C:21]3[C:16](=[CH:17][C:18]([O:24][CH3:25])=[C:19]([O:22][CH3:23])[CH:20]=3)[CH2:15][CH2:14][NH:13]2)[CH:9]=1 |f:0.1,2.3,6.7.8,9.10.11,12.13.14,16.17|. Procedure: 1-biphenyl-3-ylmethyl-6,7-dimethoxy-1,2,3,4-tetrahydro-isoquinoline oxalate (43) was prepared as follows: 1-(3-bromo-benzyl)-6,7-dimethoxy -1,2,3,4-tetrahydro-isoquinoline oxalate (0.910 g, 2.01 mmol) was added to a mixture of 50 mL CH2Cl2 and 50 ml of 1N NaOH. The reaction mixture was stirred at room temperature. After dissolving of precipitate organic phase was separated, dried over Na2SO4, filtered and evaporated. A residue was dissolved in 10 mL i-PrOH. Phenyl-boronic acid (0.268 g, 2.2 mmol... Reactants: ClC1=CC(=NC=2N1N=CN2)C(=O)OCC (7-chloro-5-ethoxycarbonyl-s-triazolo[1,5-a]pyrimidine), [SH-].[Na+] (sodium hydrosulfide), Cl (hydrochloric acid). Run in O (water). The product is C(C)OC(=O)C1=NC=2N(C(=C1)S)N=CN2 (5-ethoxycarbonyl-7-mercapto-s-triazolo[1,5-a]pyrimidine). Isolated yield 69.0%. As a reaction SMILES: Cl[C:2]1[N:7]2[N:8]=[CH:9][N:10]=[C:6]2[N:5]=[C:4]([C:11]([O:13][CH2:14][CH3:15])=[O:12])[CH:3]=1.[SH-:16].[Na+].Cl>O>[CH2:14]([O:13][C:11]([C:4]1[CH:3]=[C:2]([SH:16])[N:7]2[N:8]=[CH:9][N:10]=[C:6]2[N:5]=1)=[O:12])[CH3:15] |f:1.2|. Procedure details: The product obtained in Step 1 (4.1 g) and sodium hydrosulfide (2.6 g) were dissolved in 30 ml of water, the solution was refluxed for one hour, the reaction mixture was cooled to room temperature, its pH was lowered to 1.0 with 6N hydrochloric acid, and the colorless crystals thus formed were collected by filtration, giving 2.8 g of the objective compound. As a reaction SMILES: [ClH:23].[F:1][C:2]([c:3]1[cH:4][c:5]([N:12]2[C:13](=[O:20])[NH:14][C:15]([CH3:18])([CH3:19])[C:16]2=[NH:17])[cH:6][cH:7][c:8]1[N+:9](=[O:10])[O-:11])([F:21])[F:22].[OH2:24]>>[F:1][C:2]([c:3]1[cH:4][c:5]([N:12]2[C:13](=[O:20])[NH:14][C:15]([CH3:18])([CH3:19])[C:16]2=[O:24])[cH:6][cH:7][c:8]1[N+:9](=[O:10])[O-:11])([F:21])[F:22]. Yields the product CC1(C)NC(=O)N(c2ccc([N+](=O)[O-])c(C(F)(F)F)c2)C1=O. The reactants are Cl, CC1(C)NC(=O)N(c2ccc([N+](=O)[O-])c(C(F)(F)F)c2)C1=N, O. Starting materials: COC=Cc1cncn1C1c2ccccc2C(=O)OC1(C)C, CO. Product: COCCc1cncn1C1c2ccccc2C(=O)OC1(C)C. Reaction SMILES: [CH3:1][O:2][CH:3]=[CH:4][c:5]1[cH:6][n:7][cH:8][n:9]1[CH:10]1[C:11]([CH3:21])([CH3:22])[O:12][C:13](=[O:20])[c:14]2[cH:15][cH:16][cH:17][cH:18][c:19]21.[CH3:23][OH:24]>>[CH3:1][O:2][CH2:3][CH2:4][c:5]1[cH:6][n:7][cH:8][n:9]1[CH:10]1[C:11]([CH3:21])([CH3:22])[O:12][C:13](=[O:20])[c:14]2[cH:15][cH:16][cH:17][cH:18][c:19]21. The reactants are N#Cc1ncn2c1C1CCCN1C(=O)c1c(Br)cccc1-2, O=C([O-])O, CCO, Cl, NO, [Na+], O. The product is NC(=NO)c1ncn2c1C1CCCN1C(=O)c1c(Br)cccc1-2. Reaction SMILES: [Br:1][c:2]1[cH:3][cH:4][cH:5][c:6]2[c:7]1[C:8](=[O:21])[N:9]1[CH:10]([c:11]3[n:12]-2[cH:13][n:14][c:15]3[C:16]#[N:17])[CH2:18][CH2:19][CH2:20]1.[C:22](=[O:23])([OH:24])[O-:25].[CH3:30][CH2:31][OH:32].[ClH:27].[NH2:28][OH:29].[Na+:26].[OH2:33]>>[Br:1][c:2]1[cH:3][cH:4][cH:5][c:6]2[c:7]1[C:8](=[O:21])[N:9]1[CH:10]([c:11]3[n:12]-2[cH:13][n:14][c:15]3[C:16]([NH2:17])=[N:28][OH:29])[CH2:18][CH2:19][CH2:20]1.